This data is from the Open Reaction Database (ORD), a public repository of structured organic reaction records. The task is: describe an organic reaction: reactants, conditions, products, and yield Reported procedure: 2.74 g (10 mmoles) of 1,3-dichloro-4-phenylisoquinoline, 1.02 g (15 mmoles) of imidazole and 5 ml of pyridine were heated for 8 hours under reflux and, after cooling, distributed between benzene and water. The residue which remained behind after evaporation of the organic phase was chromagtographed on silica-gel. As solvent, a mixture of chloroform and methanol 95:5 was found to be suitable. The reactants are ClC1=NC(=C(C2=CC=CC=C12)C1=CC=CC=C1)Cl (1,3-dichloro-4-phenylisoquinoline), N1C=NC=C1 (imidazole), N1=CC=CC=C1 (pyridine), C1=CC=CC=C1 (benzene). Reaction SMILES: Cl[C:2]1[C:11]2[C:6](=[CH:7][CH:8]=[CH:9][CH:10]=2)[C:5]([C:12]2[CH:17]=[CH:16][CH:15]=[CH:14][CH:13]=2)=[C:4]([Cl:18])[N:3]=1.[NH:19]1[CH:23]=[CH:22][N:21]=[CH:20]1.N1C=CC=CC=1.C1C=CC=CC=1>O>[Cl:18][C:4]1[N:3]=[C:2]([N:19]2[CH:23]=[CH:22][N:21]=[CH:20]2)[C:11]2[C:6]([C:5]=1[C:12]1[CH:17]=[CH:16][CH:15]=[CH:14][CH:13]=1)=[CH:7][CH:8]=[CH:9][CH:10]=2. Solvent: O (water). The product is ClC=1N=C(C2=CC=CC=C2C1C1=CC=CC=C1)N1C=NC=C1 (3Chloro-1-(1-imidazolyl)-4-phenylisoquinoline). RXN SMILES: [C:1]([CH3:2])(=[O:3])[c:4]1[c:5]([OH:32])[c:6]([C:28]([F:29])([F:30])[F:31])[c:7]([O:8][CH2:9][c:10]2[cH:11][cH:12][c:13]([CH:16]([c:17]3[cH:18][c:19]([C:20]#[N:21])[cH:22][cH:23][cH:24]3)[OH:25])[cH:14][cH:15]2)[cH:26][cH:27]1.[Cl:33][CH2:34][Cl:35]>>[C:1]([CH3:2])(=[O:3])[c:4]1[c:5]([OH:32])[c:6]([C:28]([F:29])([F:30])[F:31])[c:7]([O:8][CH2:9][c:10]2[cH:11][cH:12][c:13]([CH2:16][c:17]3[cH:18][c:19]([C:20]#[N:21])[cH:22][cH:23][cH:24]3)[cH:14][cH:15]2)[cH:26][cH:27]1. Reactants: CC(=O)c1ccc(OCc2ccc(C(O)c3cccc(C#N)c3)cc2)c(C(F)(F)F)c1O, ClCCl. Product: CC(=O)c1ccc(OCc2ccc(Cc3cccc(C#N)c3)cc2)c(C(F)(F)F)c1O. Starting materials: Cc1ccc(C=CCO)cc1, O=C(Cl)CCCCCCCCC1CC1, [Cl-], Cl, O, c1ccncc1, c1cc[nH+]cc1. Reaction SMILES: [CH3:1][c:2]1[cH:3][cH:4][c:5]([CH:6]=[CH:7][CH2:8][OH:9])[cH:10][cH:11]1.[CH:12]1([CH2:15][CH2:16][CH2:17][CH2:18][CH2:19][CH2:20][CH2:21][CH2:22][C:23](=[O:24])[Cl:25])[CH2:13][CH2:14]1.[Cl-:33].[ClH:26].[OH2:34].[cH:35]1[cH:36][cH:37][n:38][cH:39][cH:40]1.[nH+:27]1[cH:28][cH:29][cH:30][cH:31][cH:32]1>>[CH3:1][c:2]1[cH:3][cH:4][c:5]([CH:6]=[CH:7][CH2:8][O:9][C:23]([CH2:22][CH2:21][CH2:20][CH2:19][CH2:18][CH2:17][CH2:16][CH2:15][CH:12]2[CH2:13][CH2:14]2)=[O:24])[cH:10][cH:11]1. Yields the product Cc1ccc(C=CCOC(=O)CCCCCCCCC2CC2)cc1. Starting materials: C(C)(=O)OC1=CC(CCCCCCCCCCCC1)C (3-methylcyclopentadecene-1-yl acetate), ( R ), ( S ), CC1CC(CCCCCCCCCCCC1)=O (3-methylcyclopentadecanone). Yields the product C(C)(=O)OC1=C[C@H](CCCCCCCCCCCC1)C ((S)-3-methylcyclopenta-decenyl acetate). As a reaction SMILES: [C:1]([O:4][C:5]1[CH2:19][CH2:18][CH2:17][CH2:16][CH2:15][CH2:14][CH2:13][CH2:12][CH2:11][CH2:10][CH2:9][CH2:8][CH:7]([CH3:20])[CH:6]=1)(=[O:3])[CH3:2].CC1CCCCCCCCCCCCC(=O)C1>>[C:1]([O:4][C:5]1[CH2:19][CH2:18][CH2:17][CH2:16][CH2:15][CH2:14][CH2:13][CH2:12][CH2:11][CH2:10][CH2:9][CH2:8][C@H:7]([CH3:20])[CH:6]=1)(=[O:3])[CH3:2]. Procedure details: Mixed in 20 mL of a phosphate buffer (pH 7) were 2.0 g of dl-3-methylcyclopentadecene-1-yl acetate as obtained in Example 1 (a) and 1.0 g (50 wt. % relative to the substrate) of the immobilized enzyme (Novozyme 435) originating from Candida antarctica, followed by vigorous shaking at 55° C. for 2 days. After the reaction, 20 mL of hexane was added to the reaction solution for extraction, and analysis of the hexane layer showed that the conversion of the substrate was 69.8% and that 3-methylcyclo... Reactants: OCCO, CCOC(=O)C(=NO)C(C)=O, Cc1ccc(S(=O)(=O)O)cc1, c1ccccc1. Product: CCOC(=O)C(=NO)C1(C)OCCO1. RXN SMILES: [OH:12][CH2:13][CH2:14][OH:15].[OH:1][N:2]=[C:3]([C:4](=[O:5])[O:6][CH2:7][CH3:8])[C:9]([CH3:10])=[O:11].[c:16]1([CH3:17])[cH:18][cH:19][c:20]([S:21]([OH:22])(=[O:23])=[O:24])[cH:25][cH:26]1.[cH:27]1[cH:28][cH:29][cH:30][cH:31][cH:32]1>>[OH:1][N:2]=[C:3]([C:4](=[O:5])[O:6][CH2:7][CH3:8])[C:9]1([CH3:10])[O:11][CH2:14][CH2:13][O:12]1. The reactants are NC1=NC(=C(C(=N1)S(=O)C)C#N)C=1OC=C(C1)C (2-amino-4-methanesulfinyl-6-(4-methyl-furan-2-yl)-pyrimidine-5-carbonitrile), M{35Cl} H+, NCC1=NC=C(C=C1Cl)C(F)(F)F (2-aminomethyl-3-chloro-5-(trifluoromethyl)pyridine), M{37Cl} H+. Run in COCCOC (DME). Product: NC1=NC(=C(C(=N1)NCC1=NC=C(C=C1Cl)C(F)(F)F)C#N)C=1OC=C(C1)C (2-Amino-4-[(3-chloro-5-trifluoromethyl-pyridin-2-yl-methyl)-amino]-6-(4-methyl-furan-2-yl)-pyrimidine-5-carbonitrile). RXN SMILES: [NH2:1][C:2]1[N:7]=[C:6](S(C)=O)[C:5]([C:11]#[N:12])=[C:4]([C:13]2[O:14][CH:15]=[C:16]([CH3:18])[CH:17]=2)[N:3]=1.[NH2:19][CH2:20][C:21]1[C:26]([Cl:27])=[CH:25][C:24]([C:28]([F:31])([F:30])[F:29])=[CH:23][N:22]=1>COCCOC>[NH2:1][C:2]1[N:7]=[C:6]([NH:19][CH2:20][C:21]2[C:26]([Cl:27])=[CH:25][C:24]([C:28]([F:31])([F:30])[F:29])=[CH:23][N:22]=2)[C:5]([C:11]#[N:12])=[C:4]([C:13]2[O:14][CH:15]=[C:16]([CH3:18])[CH:17]=2)[N:3]=1. Procedure: From 2-amino-4-methanesulfinyl-6-(4-methyl-furan-2-yl)-pyrimidine-5-carbonitrile and 2-aminomethyl-3-chloro-5-(trifluoromethyl)pyridine in DME. ES-MS m/e (%): 411 (M{37Cl}+H+, 35), 409 (M{35Cl}+H+, 100).